From a dataset of the Open Reaction Database (ORD), a public repository of structured organic reaction records. describe an organic reaction: reactants, conditions, products, and yield The reactants are Cc1nc(-n2cc(C(=O)O)nn2)sc1C(=O)NCc1ccccc1, CCN=C=NCCCN(C)C, CN(C)C=O, CCN(C(C)C)C(C)C, ClCCl, NCc1ccccc1, On1nnc2ccccc21. Product: Cc1nc(-n2cc(C(=O)NCc3ccccc3)nn2)sc1C(=O)NCc1ccccc1. As a reaction SMILES: [CH2:1]([c:2]1[cH:3][cH:4][cH:5][cH:6][cH:7]1)[NH:8][C:9](=[O:10])[c:11]1[c:12]([CH3:24])[n:13][c:14](-[n:16]2[n:17][n:18][c:19]([C:21](=[O:22])[OH:23])[cH:20]2)[s:15]1.[CH3:35][N:36]([CH3:37])[CH2:38][CH2:39][CH2:40][N:41]=[C:42]=[N:43][CH2:44][CH3:45].[CH3:63][N:64]([CH3:65])[CH:66]=[O:67].[CH:46]([N:47]([CH2:48][CH3:49])[CH:50]([CH3:51])[CH3:52])([CH3:53])[CH3:54].[Cl:68][CH2:69][Cl:70].[NH2:55][CH2:56][c:57]1[cH:58][cH:59][cH:60][cH:61][cH:62]1.[OH:25][n:26]1[c:27]2[cH:28][cH:29][cH:30][cH:31][c:32]2[n:33][n:34]1>>[CH2:1]([c:2]1[cH:3][cH:4][cH:5][cH:6][cH:7]1)[NH:8][C:9](=[O:10])[c:11]1[c:12]([CH3:24])[n:13][c:14](-[n:16]2[n:17][n:18][c:19]([C:21](=[O:23])[NH:55][CH2:56][c:57]3[cH:58][cH:59][cH:60][cH:61][cH:62]3)[cH:20]2)[s:15]1. The reactants are C1(=CC=C(C=C1)S(=O)(=O)Cl)C (p-toluenesulfonyl chloride), C(C)(C)(C)OC(C(CSCCO)(CSCCO)CSCCO)=O (t-butyl-tris[(2-hydroxyethyl)thiomethyl]acetate), ClCCl (dichloromethane). Solvent: N1=CC=CC=C1 (pyridine). Run at time 15 hour. Yields the product C(C)(C)(C)OC(C(CSCCS(=O)(=O)C1=CC=C(C)C=C1)(CSCCS(=O)(=O)C1=CC=C(C)C=C1)CSCCS(=O)(=O)C1=CC=C(C)C=C1)=O (t-butyl-tris[(2-tosylethyl)-thiomethyl]acetate). As a reaction SMILES: [C:1]([O:5][C:6](=[O:23])[C:7]([CH2:18][S:19][CH2:20][CH2:21]O)([CH2:13][S:14][CH2:15][CH2:16]O)[CH2:8][S:9][CH2:10][CH2:11]O)([CH3:4])([CH3:3])[CH3:2].[C:24]1([CH3:34])[CH:29]=[CH:28][C:27]([S:30](Cl)(=[O:32])=[O:31])=[CH:26][CH:25]=1.ClCCl>N1C=CC=CC=1>[C:1]([O:5][C:6](=[O:23])[C:7]([CH2:18][S:19][CH2:20][CH2:21][S:30]([C:27]1[CH:28]=[CH:29][C:24]([CH3:34])=[CH:25][CH:26]=1)(=[O:32])=[O:31])([CH2:13][S:14][CH2:15][CH2:16][S:30]([C:27]1[CH:28]=[CH:29][C:24]([CH3:34])=[CH:25][CH:26]=1)(=[O:32])=[O:31])[CH2:8][S:9][CH2:10][CH2:11][S:30]([C:27]1[CH:28]=[CH:29][C:24]([CH3:34])=[CH:25][CH:26]=1)(=[O:32])=[O:31])([CH3:4])([CH3:3])[CH3:2]. Procedure: A solution of t-butyl-tris[(2-hydroxyethyl)thiomethyl]acetate (11.2 g, 0.029 mol) in 50 mL of pyridine is cooled to 0° C. and p-toluenesulfonyl chloride (18.3 g, 0.096 mol) is added in portions over 1 hr. The mixture is kept at 0° C. for 15 hrs. Then dichloromethane (200 mL) is added and the solution is washed four times with 100 mL of 10% hydrochloric acid, once with 100 mL of saturated sodium bicarbonate and once with 100 mL of water. The organic layer is dried over anhydrous sodium sulfate an... Starting materials: CCCC[N+](CCCC)(CCCC)CCCC, CCOC(C)=O, [N-]=[N+]=[N-], [Na+], c1cc(CCC2CCC3(CC2)CCC(OCC2CO2)CC3)co1, O, O=S(=O)([O-])O, c1ccccc1. Yields the product [N-]=[N+]=NC(CO)COC1CCC2(CCC(CCc3ccoc3)CC2)CC1. Reaction SMILES: [CH2:33]([N+:34]([CH2:35][CH2:36][CH2:37][CH3:38])([CH2:39][CH2:40][CH2:41][CH3:42])[CH2:43][CH2:44][CH2:45][CH3:46])[CH2:47][CH2:48][CH3:49].[CH3:57][CH2:58][O:59][C:60](=[O:61])[CH3:62].[N-:25]=[N+:26]=[N-:27].[Na+:24].[O:1]1[CH:2]([CH2:4][O:5][CH:6]2[CH2:7][CH2:8][C:9]3([CH2:10][CH2:11][CH:12]([CH2:15][CH2:16][c:17]4[cH:18][o:19][cH:20][cH:21]4)[CH2:13][CH2:14]3)[CH2:22][CH2:23]2)[CH2:3]1.[OH2:50].[S:28]([O-:29])([OH:30])(=[O:31])=[O:32].[cH:51]1[cH:52][cH:53][cH:54][cH:55][cH:56]1>>[OH:1][CH2:3][CH:2]([CH2:4][O:5][CH:6]1[CH2:7][CH2:8][C:9]2([CH2:10][CH2:11][CH:12]([CH2:15][CH2:16][c:17]3[cH:18][o:19][cH:20][cH:21]3)[CH2:13][CH2:14]2)[CH2:22][CH2:23]1)[N:25]=[N+:26]=[N-:27]. RXN SMILES: [F:1][C:2]1[C:7]([N+:8]([O-])=O)=[CH:6][C:5]([N:11]2[C:15](=[O:16])[N:14]([CH3:17])[N:13]=[N:12]2)=[C:4]([OH:18])[CH:3]=1.CCO.CC(O)=O.CC1C=C2N=C3C(=NC(NC3=O)=O)N(C[C@H](O)[C@H](O)[C@H](O)CO)C2=CC=1C>O.[Pd]>[NH2:8][C:7]1[C:2]([F:1])=[CH:3][C:4]([OH:18])=[C:5]([N:11]2[C:15](=[O:16])[N:14]([CH3:17])[N:13]=[N:12]2)[CH:6]=1. The product is NC=1C(=CC(=C(C1)N1N=NN(C1=O)C)O)F (1-(5-amino-4-fluoro-2-hydroxyphenyl)-4-methyl-1H-tetrazol-5(4H)-one). Starting materials: CC=1C=C2C(=CC1C)N(C3=NC(=O)NC(=O)C3=N2)C[C@@H]([C@@H]([C@@H](CO)O)O)O (E101), nitro, FC1=CC(=C(C=C1[N+](=O)[O-])N1N=NN(C1=O)C)O (1-(4-fluoro-2-hydroxy-5-nitrophenyl)-4-methyl-1H-tetrazol-5(4H)-one), CCO (EtOH), CC(=O)O (HOAc). Reagents/catalysts: [Pd] (Pd/C). Run at time 2 hour. The solvent is O (water). Yield: 99.0%. Procedure details: A round-bottom flask was charged with 1-(4-fluoro-2-hydroxy-5-nitrophenyl)-4-methyl-1H-tetrazol-5(4H)-one (500 mg, 1.96 mmol), EtOH (20 mL), HOAc (250 uL), and 10% Pd/C (50% in water, Degussa type E101; 100 mg, 20 wt % by weight of the starting nitro compound). The flask was sealed with a rubber septum, degassed, and back-filled with H2 (×3) from a balloon filled with H2. The reaction was stirred for 2 h using a H2 filled balloon. The reaction mixture was filtered through a pad of celite, and th... Reactants: NC=1C=CC=C2C=CC=NC12 (8-aminoquinoline), C(C)OC=C(C(=O)OCC)C(=O)OCC (diethyl ethoxymethylenemalonate), C1(=CC=CC=C1)OC1=CC=CC=C1 (diphenyl ether). The solvent is CCCCCC (hexane), C(C)O (ethanol). Conditions: temperature 60 celsius. Yields the product C(C)OC(=O)C1C=NC2=C3N=CC=CC3=CC=C2C1=O (3-ethoxycarbonyl-4-oxo-3,4-dihydro-1,10-phenanthroline). Yield: 84.0%. Reaction SMILES: [NH2:1][C:2]1[CH:3]=[CH:4][CH:5]=[C:6]2[C:11]=1[N:10]=[CH:9][CH:8]=[CH:7]2.C(O[CH:15]=[C:16]([C:22]([O:24][CH2:25][CH3:26])=[O:23])[C:17]([O:19]CC)=O)C.C1(OC2C=CC=CC=2)C=CC=CC=1>C(O)C.CCCCCC>[CH2:25]([O:24][C:22]([CH:16]1[C:17](=[O:19])[C:3]2[C:2](=[C:11]3[C:6](=[CH:5][CH:4]=2)[CH:7]=[CH:8][CH:9]=[N:10]3)[N:1]=[CH:15]1)=[O:23])[CH3:26]. Reported procedure: A mixture of 8-aminoquinoline (14.4 g) and diethyl ethoxymethylenemalonate (26 g) in ethanol (100 ml) was heated at reflux for 18 hours. The mixture was cooled, filtered and the solid washed with ethanol. The solid so obtained was added to refluxing diphenyl ether (1000 ml), and the resulting mixture stirred at reflux for 45 minutes. The mixture was cooled to approximately 60° C. and diluted with hexane (500 ml). The mixture was cooled to ambient temperature, filtered and the solid washed with h...